From a dataset of the Open Reaction Database (ORD), a public repository of structured organic reaction records. describe an organic reaction: reactants, conditions, products, and yield The reactants are O (water), BrC=1C=CC(=C(C1)C(C)=O)O (1-(5-bromo-2-hydroxy-phenyl)-ethanone), C1(=CC=CC=C1)C(C)=O (1-phenyl-ethanone), N1CCCC1 (pyrrolidine). Solvent: C1(=CC=CC=C1)C (toluene). Yields the product BrC=1C=C2C(CC(OC2=CC1)(C1=CC=CC=C1)C)=O (6-bromo-2-methyl-2-phenyl-chroman-4-one). Isolated yield 24.9%. RXN SMILES: [Br:1][C:2]1[CH:3]=[CH:4][C:5]([OH:11])=[C:6]([C:8](=[O:10])[CH3:9])[CH:7]=1.[C:12]1([C:18](=O)[CH3:19])[CH:17]=[CH:16][CH:15]=[CH:14][CH:13]=1.N1CCCC1.O>C1(C)C=CC=CC=1>[Br:1][C:2]1[CH:7]=[C:6]2[C:5](=[CH:4][CH:3]=1)[O:11][C:18]([CH3:19])([C:12]1[CH:17]=[CH:16][CH:15]=[CH:14][CH:13]=1)[CH2:9][C:8]2=[O:10]. Reported procedure: A solution of 1-(5-bromo-2-hydroxy-phenyl)-ethanone (64.2 g, 0.3 mol), 1-phenyl-ethanone (46.8 g, 0.39 mol) and pyrrolidine (6 g, 0.084 mol) in toluene (125 mL) was stirred vigorously at room temperature overnight. Then the mixture was refluxed for 6 h. After cooling, the mixture was treated with water (100 mL) and extracted with ethyl acetate (200 mL*3). The combined organic layers were concentrated and the residue was purified by column to give 6-bromo-2-methyl-2-phenyl-chroman-4-one (23.7 g, ... Starting materials: [N+](=O)([O-])C1=CC=C(C(=O)C=2SC=CC2)C=C1 (2-p-Nitrobenzoylthiophene), [C-]#N.[K+] (potassium cyanide), O (water). Solvent: CS(=O)C (dimethyl sulphoxide). Product: C(#N)C=1C=C(C(=O)C=2SC=CC2)C=CC1O (2-(3-cyano-4-hydroxybenzoyl)thiophene). RXN SMILES: [N+]([C:4]1[CH:16]=[CH:15][C:7]([C:8]([C:10]2[S:11][CH:12]=[CH:13][CH:14]=2)=[O:9])=[CH:6][CH:5]=1)([O-])=O.[C-:17]#[N:18].[K+].[OH2:20]>CS(C)=O>[C:17]([C:5]1[CH:6]=[C:7]([CH:15]=[CH:16][C:4]=1[OH:20])[C:8]([C:10]1[S:11][CH:12]=[CH:13][CH:14]=1)=[O:9])#[N:18] |f:1.2|. Reported procedure: 2-p-Nitrobenzoylthiophene (2.33 g.) was allowed to react with potassium cyanide (3.9 g., 6 mols) in dimethyl sulphoxide (40 ml.) at 100°C for 31/2 hours. The solution was poured into water and the cloudiness removed with charcoal. The clear filtrate gave a precipitate on acidification; this was collected and crystallised from aqueous ethanol to give 2-(3-cyano-4-hydroxybenzoyl)thiophene, m.p. 216°C. Starting materials: BrCCCC(C(C)=O)C(C)=O (3-(3-bromopropyl)-2,4-pentanedione), 4-(6-bromohexyl)-2,2,6,6-tetramethyl-3,5-pentanedione, BrCCCCCCC(C(CCC)=O)C(CCC)=O (5-(6-bromohexyl)-4,6-nonanedione), alkane dibromide. Product: BrCCCCCCC(C(CC)=O)C(CC)=O (4-(6-Bromohexyl)-3,5-heptanedione). Reaction SMILES: BrCCCC(C(=O)C)C(=O)C.[Br:12][CH2:13][CH2:14][CH2:15][CH2:16][CH2:17][CH2:18][CH:19]([C:25](=[O:29])[CH2:26][CH2:27]C)[C:20](=[O:24])[CH2:21][CH2:22]C>>[Br:12][CH2:13][CH2:14][CH2:15][CH2:16][CH2:17][CH2:18][CH:19]([C:20](=[O:24])[CH2:21][CH3:22])[C:25](=[O:29])[CH2:26][CH3:27]. Procedure details: By selecting the appropriate alkane dibromide and dione, there can be prepared 3-(3-bromopropyl)-2,4-pentanedione, 4-(6-bromohexyl)-2,2,6,6-tetramethyl-3,5-pentanedione, 5-(6-bromohexyl)-4,6-nonanedione, and the like. Reactants: CO (methanol), C1(CCCCC1)NC1=C(C=C2C(C(=CN(C2=C1)C1CCCC1)OCC#N)=O)F ({[7-(cyclohexylamino)-1-cyclopentyl-6-fluoro-4-oxo-1,4-dihydroquinolin-3-yl]oxy}acetonitrile), Cl.NO (hydroxylamine hydrochloride). Run in C(C)N(CC)CC (triethylamine). Product: C1(CCCCC1)NC1=C(C=C2C(C(=CN(C2=C1)C1CCCC1)OCC(N)=NO)=O)F (2-{[7-(cyclohexylamino)-1-cyclopentyl-6-fluoro-4-oxo-1,4-dihydroquinolin-3-yl]oxy}-N′-hydroxyethanimidamide). Yield: 52.2%. Reaction SMILES: CO.[CH:3]1([NH:9][C:10]2[CH:19]=[C:18]3[C:13]([C:14](=[O:29])[C:15]([O:25][CH2:26][C:27]#[N:28])=[CH:16][N:17]3[CH:20]3[CH2:24][CH2:23][CH2:22][CH2:21]3)=[CH:12][C:11]=2[F:30])[CH2:8][CH2:7][CH2:6][CH2:5][CH2:4]1.Cl.[NH2:32][OH:33]>C(N(CC)CC)C>[CH:3]1([NH:9][C:10]2[CH:19]=[C:18]3[C:13]([C:14](=[O:29])[C:15]([O:25][CH2:26][C:27](=[N:32][OH:33])[NH2:28])=[CH:16][N:17]3[CH:20]3[CH2:24][CH2:23][CH2:22][CH2:21]3)=[CH:12][C:11]=2[F:30])[CH2:4][CH2:5][CH2:6][CH2:7][CH2:8]1 |f:2.3|. Reported procedure: To a 30 ml methanol solution of 1.5 g of {[7-(cyclohexylamino)-1-cyclopentyl-6-fluoro-4-oxo-1,4-dihydroquinolin-3-yl]oxy}acetonitrile were added 1.1 ml of triethylamine and 540 mg of hydroxylamine hydrochloride, followed by heating under reflux for 27 hours. The solvent was evaporated under a reduced pressure, and the resulting residue was purified by silica gel column chromatography to obtain 850 mg of 2-{[7-(cyclohexylamino)-1-cyclopentyl-6-fluoro-4-oxo-1,4-dihydroquinolin-3-yl]oxy}-N′-hydroxy... Reactants: ClC1=C(C#N)C=C(C=C1)[N+](=O)[O-] (2-chloro-5-nitrobenzonitrile), C(C)#N (acetonitrile), ClC=1C=C(C=C(C1Cl)Cl)O (3,4,5-trichlorophenol), C(=O)([O-])[O-].[K+].[K+] (K2CO3). The solvent is O (water). Conditions: time 3 hour. The product is ClC=1C=C(OC2=C(C#N)C=C(C=C2)[N+](=O)[O-])C=C(C1Cl)Cl (2-(3,4,5-trichlorophenoxy)-5-nitrobenzonitrile). Yield: 71.0%. RXN SMILES: Cl[C:2]1[CH:9]=[CH:8][C:7]([N+:10]([O-:12])=[O:11])=[CH:6][C:3]=1[C:4]#[N:5].[Cl:13][C:14]1[CH:15]=[C:16]([OH:22])[CH:17]=[C:18]([Cl:21])[C:19]=1[Cl:20].C([O-])([O-])=O.[K+].[K+].C(#N)C>O>[Cl:13][C:14]1[CH:15]=[C:16]([CH:17]=[C:18]([Cl:21])[C:19]=1[Cl:20])[O:22][C:2]1[CH:9]=[CH:8][C:7]([N+:10]([O-:12])=[O:11])=[CH:6][C:3]=1[C:4]#[N:5] |f:2.3.4|. Procedure details: In a 250 ml single-neck flask equipped with a magnetic stirrer and a reflux condenser fitted with a nitrogen bubbler were placed 8.68 g (0.0475 moles) of 2-chloro-5-nitrobenzonitrile 9.67 g (0.0489 moles) of 3,4,5-trichlorophenol, 6.75 g (0.0489 moles) of anhydrous K2CO3, and 75 ml of acetonitrile. The mixture was heated to reflux and held there for 3 hrs. The reaction mixture was cooled to room temperature and diluted with 150 ml of water. The product separated as a solid. The solid was filtere... The reactants are [OH-].[Na+] (sodium hydroxide), FC(C1=C(C(=CC(=C1)C(F)(F)F)[N+](=O)[O-])Cl)(F)F (2,4-bis-trifluoromethyl-6-nitrochlorobenzene), O (water), ClCl (chlorine). Run in CO (methanol). The product is FC(C1=C(C(=CC(=C1)C(F)(F)F)[N+](=O)[O-])O)(F)F (2,4-bis(trifluoromethyl)6-nitro-phenol). RXN SMILES: [OH-:1].[Na+].[F:3][C:4]([F:20])([F:19])[C:5]1[CH:10]=[C:9]([C:11]([F:14])([F:13])[F:12])[CH:8]=[C:7]([N+:15]([O-:17])=[O:16])[C:6]=1Cl.ClCl.O>CO>[F:3][C:4]([F:20])([F:19])[C:5]1[CH:10]=[C:9]([C:11]([F:14])([F:13])[F:12])[CH:8]=[C:7]([N+:15]([O-:17])=[O:16])[C:6]=1[OH:1] |f:0.1|. Procedure details: To a solution of 168 g (4 moles +5% excess) of sodium hydroxide in 1000 ml methanol there were added portionwise, at 50°-65°C internal temperature, 586 g (2 moles) 2,4-bis-trifluoromethyl-6-nitrochlorobenzene; the reaction mixture, after completion of addition (about 1 hour) of the reactive chlorine compound, was boiled under reflux for one hour. After cooling, 700 ml of water were added to the mixture and unreacted starting materials were extracted once with 400 ml methylene chloride. The aquou... The reactants are O=C1CCC(=O)N1Br, ClC(Cl)(Cl)Cl, Cc1ccc(CC(F)(F)C(F)(F)F)cc1, CC(C)(C#N)N=NC(C)(C)C#N. The product is FC(F)(F)C(F)(F)Cc1ccc(CBr)cc1. As a reaction SMILES: [Br:28][N:29]1[C:30](=[O:31])[CH2:32][CH2:33][C:34]1=[O:35].[C:36]([Cl:37])([Cl:38])([Cl:39])[Cl:40].[F:1][C:2]([CH2:3][c:4]1[cH:5][cH:6][c:7]([CH3:10])[cH:8][cH:9]1)([C:11]([F:12])([F:13])[F:14])[F:15].[N:16]([C:17]([CH3:18])([CH3:19])[C:20]#[N:21])=[N:22][C:23]([CH3:24])([CH3:25])[C:26]#[N:27]>>[F:1][C:2]([CH2:3][c:4]1[cH:5][cH:6][c:7]([CH2:10][Br:28])[cH:8][cH:9]1)([C:11]([F:12])([F:13])[F:14])[F:15]. Starting materials: CN1CCNCC1=O, CC#N, CCN(C(C)C)C(C)C, O=[N+]([O-])c1ccc(F)c(F)c1. The product is CN1CCN(c2ccc([N+](=O)[O-])cc2F)CC1=O. RXN SMILES: [CH3:10][N:11]1[C:12](=[O:17])[CH2:13][NH:14][CH2:15][CH2:16]1.[CH3:29][C:30]#[N:31].[CH:1]([N:2]([CH2:3][CH3:4])[CH:5]([CH3:6])[CH3:7])([CH3:8])[CH3:9].[F:18][c:19]1[cH:20][c:21]([N+:26](=[O:27])[O-:28])[cH:22][cH:23][c:24]1[F:25]>>[CH3:10][N:11]1[C:12](=[O:17])[CH2:13][N:14]([c:24]2[c:19]([F:18])[cH:20][c:21]([N+:26](=[O:27])[O-:28])[cH:22][cH:23]2)[CH2:15][CH2:16]1. Starting materials: BrCCN1S(N(C2=C1C=CC=C2)C2=C(C=C(C=C2)F)Cl)(=O)=O (1-(2-bromoethyl)-3-(2-chloro-4-fluorophenyl)-1,3-dihydro-2,1,3-benzothiadiazole 2,2-dioxide), C[C@@H]1N[C@@H](CNC1)C (cis-2,6-dimethyl piperazine), C([O-])([O-])=O.[Cs+].[Cs+] (cesium carbonate). Run in C(C)O (ethanol). Conditions: temperature 90 celsius. The product is Cl.Cl.ClC1=C(C=CC(=C1)F)N1S(N(C2=C1C=CC=C2)CCN2C[C@H](N[C@H](C2)C)C)(=O)=O (1-(2-chloro-4-fluorophenyl)-3-{2-[(3R,5S)-3,5-dimethylpiperazin-1-yl]ethyl}-1,3-dihydro-2,1,3-benzothiadiazole-2,2-dioxide dihydrochloride). Yield: 128.9%. Reaction SMILES: Br[CH2:2][CH2:3][N:4]1[C:8]2[CH:9]=[CH:10][CH:11]=[CH:12][C:7]=2[N:6]([C:13]2[CH:18]=[CH:17][C:16]([F:19])=[CH:15][C:14]=2[Cl:20])[S:5]1(=[O:22])=[O:21].[CH3:23][C@H:24]1[CH2:29][NH:28][CH2:27][C@@H:26]([CH3:30])[NH:25]1.C(=O)([O-])[O-].[Cs+].[Cs+]>C(O)C>[ClH:20].[ClH:20].[Cl:20][C:14]1[CH:15]=[C:16]([F:19])[CH:17]=[CH:18][C:13]=1[N:6]1[C:7]2[CH:12]=[CH:11][CH:10]=[CH:9][C:8]=2[N:4]([CH2:3][CH2:2][N:28]2[CH2:27][C@H:26]([CH3:30])[NH:25][C@H:24]([CH3:23])[CH2:29]2)[S:5]1(=[O:22])=[O:21] |f:2.3.4,6.7.8|. Procedure details: Step 2 0.20 g (0.5 mmol) of 1-(2-bromoethyl)-3-(2-chloro-4-fluorophenyl)-1,3-dihydro-2,1,3-benzothiadiazole 2,2-dioxide, 0.09 g (0.75 mmol) of cis-2,6-dimethyl piperazine and 0.35 g (1 mmol) of cesium carbonate were dissolved in ethanol and heated to 90° C. for 30 hr. At the end of this time the solution was concentrated and the residue placed on a pad of silica gel eluting first with 20% ethyl acetate:hexane then 90% chloroform:methanol. The chloroform eluent was concentrated and the residue di... Starting materials: CC(C)COC(=O)N1CCN(c2cncc(Cl)n2)CC1, CC#N, CC1(C)OB(c2ccccc2O)OC1(C)C, CC#N, [K+], [K+], O=C([O-])[O-], O, c1ccc(P(c2ccccc2)(c2ccccc2)[Pd](P(c2ccccc2)(c2ccccc2)c2ccccc2)(P(c2ccccc2)(c2ccccc2)c2ccccc2)P(c2ccccc2)(c2ccccc2)c2ccccc2)cc1. Yields the product CC(C)COC(=O)N1CCN(c2cncc(-c3ccccc3O)n2)CC1. As a reaction SMILES: [CH2:1]([CH:2]([CH3:3])[CH3:4])[O:5][C:6](=[O:7])[N:8]1[CH2:9][CH2:10][N:11]([c:14]2[n:15][c:16]([Cl:20])[cH:17][n:18][cH:19]2)[CH2:12][CH2:13]1.[CH3:124][C:125]#[N:126].[CH3:21][C:22]1([CH3:23])[C:24]([CH3:25])([CH3:26])[O:27][B:28]([c:29]2[c:30]([OH:35])[cH:31][cH:32][cH:33][cH:34]2)[O:36]1.[CH3:43][C:44]#[N:45].[K+:37].[K+:38].[O-:39][C:40]([O-:41])=[O:42].[OH2:46].[cH:47]1[cH:48][cH:49][c:50]([P:51]([Pd:52]([P:53]([c:54]2[cH:55][cH:56][cH:57][cH:58][cH:59]2)([c:60]2[cH:61][cH:62][cH:63][cH:64][cH:65]2)[c:66]2[cH:67][cH:68][cH:69][cH:70][cH:71]2)([P:72]([c:73]2[cH:74][cH:75][cH:76][cH:77][cH:78]2)([c:79]2[cH:80][cH:81][cH:82][cH:83][cH:84]2)[c:85]2[cH:86][cH:87][cH:88][cH:89][cH:90]2)[P:91]([c:92]2[cH:93][cH:94][cH:95][cH:96][cH:97]2)([c:98]2[cH:99][cH:100][cH:101][cH:102][cH:103]2)[c:104]2[cH:105][cH:106][cH:107][cH:108][cH:109]2)([c:110]2[cH:111][cH:112][cH:113][cH:114][cH:115]2)[c:116]2[cH:117][cH:118][cH:119][cH:120][cH:121]2)[cH:122][cH:123]1>>[CH2:1]([CH:2]([CH3:3])[CH3:4])[O:5][C:6](=[O:7])[N:8]1[CH2:9][CH2:10][N:11]([c:14]2[n:15][c:16](-[c:29]3[c:30]([OH:35])[cH:31][cH:32][cH:33][cH:34]3)[cH:17][n:18][cH:19]2)[CH2:12][CH2:13]1.